This data is from the Open Reaction Database (ORD), a public repository of structured organic reaction records. The task is: describe an organic reaction: reactants, conditions, products, and yield Starting materials: [N+](=O)([O-])C=1C=C(C=CC1)NC1=NC=C(C(=N1)C1=C(C(=C(S1)SC)C#N)C1CCCCC1)C (5-[2-(3-Nitrophenylamino)-5-methyl-pyrimidin-4-yl]-4-cyclohexyl-2-methylsulfanyl-thiophene-3-carbonitrile), CCOC(=O)C (EtOAc). Reaction SMILES: [N+:1]([C:4]1[CH:5]=[C:6]([NH:10][C:11]2[N:16]=[C:15]([C:17]3[S:21][C:20]([S:22][CH3:23])=[C:19]([C:24]#[N:25])[C:18]=3[CH:26]3[CH2:31][CH2:30][CH2:29][CH2:28][CH2:27]3)[C:14]([CH3:32])=[CH:13][N:12]=2)[CH:7]=[CH:8][CH:9]=1)([O-])=O.CCOC(C)=O>[Pd].CO>[NH2:1][C:4]1[CH:5]=[C:6]([NH:10][C:11]2[N:16]=[C:15]([C:17]3[S:21][C:20]([S:22][CH3:23])=[C:19]([C:24]#[N:25])[C:18]=3[CH:26]3[CH2:31][CH2:30][CH2:29][CH2:28][CH2:27]3)[C:14]([CH3:32])=[CH:13][N:12]=2)[CH:7]=[CH:8][CH:9]=1. Reaction conditions: time 8 hour. Run in hexanes, CO (methanol). Procedure: A suspension of 5-[2-(3-Nitrophenylamino)-5-methyl-pyrimidin-4-yl]-4-cyclohexyl-2-methylsulfanyl-thiophene-3-carbonitrile (0.187 g, 402 umol) and 10% palladium on carbon in methanol was stirred under a hydrogen atmosphere overnight resulting in complete conversion to product as determined by TLC (40% EtOAc:hexanes). The reaction was filtered through celite and concentrated in vacuo to afford the desired amine V-8 (0.186 g, 426 umol) in quantitative yield. 1NMR (CDCl3) δ1.0-1.1(m, 10H), 2.1 (s, 3... The reagents and catalysts are [Pd] (palladium on carbon). The product is NC=1C=C(C=CC1)NC1=NC=C(C(=N1)C1=C(C(=C(S1)SC)C#N)C1CCCCC1)C (5-[2-(3-Aminophenylamino)-5-methyl-pyrimidin-4-yl]-4-cyclohexyl-2-methylsulfanyl-thiophene-3-carbonitrile). The product is BrC=1C=CC=2N(C1)C=C(N2)C2=CC=C(C=C2)C2=CN=CO2 (5-[4-(6-Bromoimidazo[1,2-a]pyridin-2-yl)phenyl]-1,3-oxazole). Isolated yield 78.8%. Procedure: The procedure of Example 1 was repeated, except that 4-(6-bromoimidazo[1,2-a]pyridin-2-yl)benzaldehyde (255 mg) and p-toluenesulfonylmethylisocyanide (198 mg) were used, to thereby yield the title compound (227 mg). Reaction SMILES: [Br:1][C:2]1[CH:3]=[CH:4][C:5]2[N:6]([CH:8]=[C:9]([C:11]3[CH:18]=[CH:17][C:14]([CH:15]=[O:16])=[CH:13][CH:12]=3)[N:10]=2)[CH:7]=1.C1(C)C=CC(S([CH2:28][N+:29]#[C-:30])(=O)=O)=CC=1>>[Br:1][C:2]1[CH:3]=[CH:4][C:5]2[N:6]([CH:8]=[C:9]([C:11]3[CH:18]=[CH:17][C:14]([C:15]4[O:16][CH:30]=[N:29][CH:28]=4)=[CH:13][CH:12]=3)[N:10]=2)[CH:7]=1. The reactants are BrC=1C=CC=2N(C1)C=C(N2)C2=CC=C(C=O)C=C2 (4-(6-bromoimidazo[1,2-a]pyridin-2-yl)benzaldehyde), C1(=CC=C(C=C1)S(=O)(=O)C[N+]#[C-])C (p-toluenesulfonylmethylisocyanide). Reactants: ClC1=CC=C(C=C1)C1=NC=CC(=N1)OC (2-(4-Chlorophenyl)-4-methoxypyrimidine), Cl (hydrochloric acid). Run in O (water), O (water). Conditions: time 12 hour. The product is ClC1=CC=C(C=C1)C1=NC=CC(N1)=O (2-(4-chlorophenyl)pyrimidin-4(3H)-one). Isolated yield 66.3%. As a reaction SMILES: [Cl:1][C:2]1[CH:7]=[CH:6][C:5]([C:8]2[N:13]=[C:12]([O:14]C)[CH:11]=[CH:10][N:9]=2)=[CH:4][CH:3]=1.Cl>O>[Cl:1][C:2]1[CH:3]=[CH:4][C:5]([C:8]2[NH:13][C:12](=[O:14])[CH:11]=[CH:10][N:9]=2)=[CH:6][CH:7]=1. Reported procedure: 2-(4-Chlorophenyl)-4-methoxypyrimidine (161 mg, 0.730 mmol) in water (1.5 ml) was treated with concentrated hydrochloric acid (608 μl, 7.30 mmol) at ambient temperature. The suspension was heated to reflux during which the reaction became a clear solution. After 12 hours, the reaction was cooled to ambient temperature and the resulting white suspension was diluted with water and filtered. The solids were washed with water and dried under high vacuum to provide the title compound (100 mg, 0.484 m... Starting materials: CC(C)(C)OC(=O)N1CCc2ccc(Cl)c(CCl)c2CC1, [H-], Nc1nnc(S)s1, [Na+], CN(C)C=O. The product is CC(C)(C)OC(=O)N1CCc2ccc(Cl)c(CSc3nnc(N)s3)c2CC1. As a reaction SMILES: [C:10]([CH3:11])([CH3:12])([CH3:13])[O:14][C:15](=[O:16])[N:17]1[CH2:18][CH2:19][c:20]2[c:21]([c:24]([CH2:29][Cl:30])[c:25]([Cl:28])[cH:26][cH:27]2)[CH2:22][CH2:23]1.[H-:8].[NH2:1][c:2]1[n:3][n:4][c:5]([SH:7])[s:6]1.[Na+:9].[O:31]=[CH:32][N:33]([CH3:34])[CH3:35]>>[NH2:1][c:2]1[n:3][n:4][c:5]([S:7][CH2:29][c:24]2[c:21]3[c:20]([cH:27][cH:26][c:25]2[Cl:28])[CH2:19][CH2:18][N:17]([C:15]([O:14][C:10]([CH3:11])([CH3:12])[CH3:13])=[O:16])[CH2:23][CH2:22]3)[s:6]1.